This data is from the Open Reaction Database (ORD), a public repository of structured organic reaction records. The task is: describe an organic reaction: reactants, conditions, products, and yield Starting materials: COC(=O)C1Cc2ccccc2N1C(=O)C(CC(=O)OCc1ccccc1)NC(=O)C(F)(F)F, CCOC(C)=O. Yields the product COC(=O)C1Cc2ccccc2N1C(=O)C(CC(=O)O)NC(=O)C(F)(F)F. Reaction SMILES: [CH2:1]([c:2]1[cH:3][cH:4][cH:5][cH:6][cH:7]1)[O:8][C:9](=[O:10])[CH2:11][CH:12]([C:13](=[O:14])[N:15]1[CH:16]([C:24](=[O:25])[O:26][CH3:27])[CH2:17][c:18]2[cH:19][cH:20][cH:21][cH:22][c:23]21)[NH:28][C:29]([C:30]([F:31])([F:32])[F:33])=[O:34].[CH3:35][CH2:36][O:37][C:38](=[O:39])[CH3:40]>>[O:8]=[C:9]([OH:10])[CH2:11][CH:12]([C:13](=[O:14])[N:15]1[CH:16]([C:24](=[O:25])[O:26][CH3:27])[CH2:17][c:18]2[cH:19][cH:20][cH:21][cH:22][c:23]21)[NH:28][C:29]([C:30]([F:31])([F:32])[F:33])=[O:34]. Starting materials: N-Aryl-benzenesulfonamides, NC1=C(C=C(C=C1)Cl)C(=O)C1=CC(=NC=C1)C ((2-Amino-5-chloro-phenyl)-(2-methyl-pyridin-4-yl)-methanone), FC(OC1=CC=C(C=C1)S(=O)(=O)Cl)(F)F (4-trifluoromethoxy-benzenesulfonyl chloride). Yields the product ClC1=CC(=C(C=C1)NS(=O)(=O)C1=CC=C(C=C1)OC(F)(F)F)C(=O)C1=CC(=NC=C1)C (N-[4-Chloro-2-(2-methyl-pyridine-4-carbonyl)-phenyl]-4-trifluoromethoxy-benzenesulfonamide). Reaction SMILES: [NH2:1][C:2]1[CH:7]=[CH:6][C:5]([Cl:8])=[CH:4][C:3]=1[C:9]([C:11]1[CH:16]=[CH:15][N:14]=[C:13]([CH3:17])[CH:12]=1)=[O:10].[F:18][C:19]([F:32])([F:31])[O:20][C:21]1[CH:26]=[CH:25][C:24]([S:27](Cl)(=[O:29])=[O:28])=[CH:23][CH:22]=1>>[Cl:8][C:5]1[CH:6]=[CH:7][C:2]([NH:1][S:27]([C:24]2[CH:23]=[CH:22][C:21]([O:20][C:19]([F:18])([F:31])[F:32])=[CH:26][CH:25]=2)(=[O:29])=[O:28])=[C:3]([C:9]([C:11]2[CH:16]=[CH:15][N:14]=[C:13]([CH3:17])[CH:12]=2)=[O:10])[CH:4]=1. Procedure: The title compound was prepared according to the general procedure for the synthesis of N-Aryl-benzenesulfonamides previously described using (2-Amino-5-chloro-phenyl)-(2-methyl-pyridin-4-yl)-methanone and 4-trifluoromethoxy-benzenesulfonyl chloride and purified by HPLC. 1H NMR (CDCl3) δ 10.17(s, 1H) 8.63 (d, J=4 Hz, 1H) 7.78 (m, 3H) 7.51 (s, 1H) 7.30 (s, 1H) 7.17 (s, 1H) 7.09 (s, 1H) 6.97 (d, J=4 Hz, 2H) 2.64 (s, 3H). MS (ES) m/z=471.0 (M++1). Starting materials: C(C1=CC=CC=C1)OC1=CC(=C(CBr)C=C1)F (4-benzyloxy-2-fluoro-benzyl bromide), C(C1=CC=CC=C1)OC1=CC(=C(CBr)C=C1)F (4-benzyloxy-2-fluoro-benzyl bromide), C(C)O (ethanol), [OH-].[K+] (Potassium hydroxide), [C-]#N.[Na+] (sodium cyanide). Solvent: O (water). Conditions: temperature 70 celsius, time 5 hour. The product is C(C1=CC=CC=C1)OC1=CC(=C(C=C1)CC(=O)O)F (4-Benzyloxy-2-fluoro-phenyl acetic acid). Yield: 81.0%. Reaction SMILES: [CH2:1]([O:8][C:9]1[CH:16]=[CH:15][C:12]([CH2:13]Br)=[C:11]([F:17])[CH:10]=1)[C:2]1[CH:7]=[CH:6][CH:5]=[CH:4][CH:3]=1.[C-]#N.[Na+].[OH-:21].[K+].[CH2:23]([OH:25])C>O>[CH2:1]([O:8][C:9]1[CH:16]=[CH:15][C:12]([CH2:13][C:23]([OH:25])=[O:21])=[C:11]([F:17])[CH:10]=1)[C:2]1[CH:7]=[CH:6][CH:5]=[CH:4][CH:3]=1 |f:1.2,3.4|. Procedure details: A solution of 4-benzyloxy-2-fluoro-benzyl bromide (Compound 10, 18 g, 58 mmol) in a mixture of ethanol (90 mL) and water (10 mL) was treated with sodium cyanide (4.25 g, 86,8 mmol) and the resulting reaction mixture was heated at 70° C. for 1 h. Potassium hydroxide (6.5 g, 115.7 mmol) was then added and heating was continued for another 5 h. The volatiles were evaporated in vacuo, the residue was diluted with water and neutralized with hydrochloric acid and the precipitated solid was filtered, w... Reactants: Amide, C(C)(=O)N1CCNCC1 (1-acetylpiperazine), ester, COC(=O)C=1C(=CC=C(C1)C=1SC=C(N1)C1=CC(=C(C=C1)Cl)Cl)C1=CC=C(C=C1)C(=O)O (4-[4-(3,4-dichloro-phenyl)-thiazol-2-yl]-biphenyl-2,4′-dicarboxylic acid 2-methyl ester), COC(=O)C=1C(=CC=C(C1)C=1SC=C(N1)C1=CC(=C(C=C1)Cl)Cl)C1=CC=C(C=C1)C(=O)O (4-[4-(3,4-dichloro-phenyl)-thiazol-2-yl]-biphenyl-2,4′-dicarboxylic acid 2-methyl ester). Yields the product C(C)(=O)N1CCN(CC1)C(=O)C1=CC=C(C=C1)C=1C(=CC(=CC1)C=1SC=C(N1)C1=CC(=C(C=C1)Cl)Cl)C(=O)O (4′-(4-acetyl-piperazine-1-carbonyl)-4-[4-(3,4-dichloro-phenyl)-thiazol-2-yl]-biphenyl-2-carboxylic acid). Yield: 66.4%. RXN SMILES: C[O:2][C:3]([C:5]1[C:6]([C:24]2[CH:29]=[CH:28][C:27]([C:30]([OH:32])=O)=[CH:26][CH:25]=2)=[CH:7][CH:8]=[C:9]([C:11]2[S:12][CH:13]=[C:14]([C:16]3[CH:21]=[CH:20][C:19]([Cl:22])=[C:18]([Cl:23])[CH:17]=3)[N:15]=2)[CH:10]=1)=[O:4].[C:33]([N:36]1[CH2:41][CH2:40][NH:39][CH2:38][CH2:37]1)(=[O:35])[CH3:34]>>[C:33]([N:36]1[CH2:41][CH2:40][N:39]([C:30]([C:27]2[CH:26]=[CH:25][C:24]([C:6]3[C:5]([C:3]([OH:2])=[O:4])=[CH:10][C:9]([C:11]4[S:12][CH:13]=[C:14]([C:16]5[CH:21]=[CH:20][C:19]([Cl:22])=[C:18]([Cl:23])[CH:17]=5)[N:15]=4)=[CH:8][CH:7]=3)=[CH:29][CH:28]=2)=[O:32])[CH2:38][CH2:37]1)(=[O:35])[CH3:34]. Procedure: Using the conditions of General Procedure E for Amide Coupling in Parallel Mode, 4-[4-(3,4-dichloro-phenyl)-thiazol-2-yl]-biphenyl-2,4′-dicarboxylic acid 2-methyl ester (which may be prepared as described for Intermediate 8; 100 mg, 0.21 mmol) was reacted with 1-acetylpiperazine (available from Aldrich Chemical Company, Inc.; 79 mg, 0.62 mmol). The resulting ester was hydrolyzed and the acid was purified using HPLC Purification Conditions B to give 4′-(4-acetyl-piperazine-1-carbonyl)-4-[4-(3,4-d... Starting materials: CC1(CCC2=CC=CC=C12)CC(=O)OCC ((±)-ethyl 2-(1-methyl-2,3-dihydro-1H-inden-1-yl)acetate). The reagents and catalysts are [Pd] (Pd/C). Solvent: CCO (EtOH). The product is C1(CCC2=CC=CC=C12)CC(=O)OCC ((±)-ethyl 2-(2,3-dihydro-1H-inden-1-yl)acetate). Isolated yield 100.0%. RXN SMILES: C[C:2]1([CH2:11][C:12]([O:14][CH2:15][CH3:16])=[O:13])[C:10]2[C:5](=[CH:6][CH:7]=[CH:8][CH:9]=2)[CH2:4][CH2:3]1>CCO.[Pd]>[CH:2]1([CH2:11][C:12]([O:14][CH2:15][CH3:16])=[O:13])[C:10]2[C:5](=[CH:6][CH:7]=[CH:8][CH:9]=2)[CH2:4][CH2:3]1. Procedure: To a mixture of products from Example 131A (0.47 g, 2.3 mmol) in EtOH (20 mL) was added Pd/C (49.5 mg, 0.046 mmol). The reaction mixture was stirred under H2 atmosphere using a balloon until the starting material completely consumed. The mixture was filtered and concentrated under reduced pressure to obtain 0.47 g of the title compound. MS (DCI/NH3) m/z 222 (M+NH4)+. Reactants: FC=1C=C(C=C(C1B1OC(C(O1)(C)C)(C)C)F)C(C)(C)O (2-[3,5-difluoro-4-(4,4,5,5-tetramethyl-1,3,2-dioxaborolan-2-yl)phenyl]propan-2-ol), BrC1=C(C=CC(=N1)C(=O)OC)F (methyl 6-bromo-5-fluoropyridine-2-carboxylate), CCN(C(C)C)C(C)C (DIPEA). The reagents and catalysts are CC(C)([P](C(C)(C)C)([Pd][P](C(C)(C)C)(C(C)(C)C)C(C)(C)C)C(C)(C)C)C (bis(tri-tert-butylphosphine)palladium). Solvent: O1CCOCC1 (1,4-dioxane), O (water). Run at temperature 120 celsius. Yields the product FC1=C(C(=CC(=C1)C(C)(C)O)F)C1=C(C=CC(=N1)C(=O)OC)F (methyl 6-[2,6-difluoro-4-(1-hydroxy-1-methylethyl)phenyl]-5-fluoropyridine-2-carboxylate). As a reaction SMILES: [F:1][C:2]1[CH:3]=[C:4]([C:18]([OH:21])([CH3:20])[CH3:19])[CH:5]=[C:6]([F:17])[C:7]=1B1OC(C)(C)C(C)(C)O1.Br[C:23]1[N:28]=[C:27]([C:29]([O:31][CH3:32])=[O:30])[CH:26]=[CH:25][C:24]=1[F:33].CCN(C(C)C)C(C)C>O1CCOCC1.O.CC(C)([P](C(C)(C)C)([Pd][P](C(C)(C)C)(C(C)(C)C)C(C)(C)C)C(C)(C)C)C>[F:17][C:6]1[CH:5]=[C:4]([C:18]([OH:21])([CH3:19])[CH3:20])[CH:3]=[C:2]([F:1])[C:7]=1[C:23]1[N:28]=[C:27]([C:29]([O:31][CH3:32])=[O:30])[CH:26]=[CH:25][C:24]=1[F:33] |^1:52,58|. Procedure details: To a nitrogen purged mixture of 2-[3,5-difluoro-4-(4,4,5,5-tetramethyl-1,3,2-dioxaborolan-2-yl)phenyl]propan-2-ol (1.53 g, 5.13 mmol), methyl 6-bromo-5-fluoropyridine-2-carboxylate (1.20 g, 5.13 mmol) and DIPEA (2.7 mL, 15 mmol) in 1,4-dioxane (20 mL) and water (1.2 mL), bis(tri-tert-butylphosphine)palladium (262 mg, 0.513 mmol) was added. The reaction mixture was heated at 120° C. for 40 min., then cooled and filtered through a pad of diatomaceous earth. The filtrate was concentrated under redu... Starting materials: CS(C)=O, Nc1ccnc(Cl)c1[N+](=O)[O-], O. The product is Nc1ccnc(O)c1[N+](=O)[O-]. RXN SMILES: [CH3:12][S:13](=[O:14])[CH3:15].[NH2:1][c:2]1[c:3]([N+:9](=[O:10])[O-:11])[c:4]([Cl:8])[n:5][cH:6][cH:7]1.[OH2:16]>>[NH2:1][c:2]1[c:3]([N+:9](=[O:10])[O-:11])[c:4]([OH:14])[n:5][cH:6][cH:7]1.